This data is from the Open Reaction Database (ORD), a public repository of structured organic reaction records. The task is: describe an organic reaction: reactants, conditions, products, and yield Reactants: CC(CC(C)=O)=O (pentane-2,4-dione), CC(CC(C)=O)=O (pentane-2,4-dione), BrCCCCCCC(=O)OCC (ethyl 7-bromoheptanoate), C([O-])([O-])=O.[K+].[K+] (potassium carbonate). The reagents and catalysts are C([O-])([O-])=O.[Cs+].[Cs+] (cesium carbonate). Run in C(C)#N (acetonitrile), CS(=O)C (dimethylsulfoxide). Conditions: temperature 20 celsius, time 8 hour. The product is C(C)(=O)C(CCCCCCC(=O)OCC)C(C)=O (ethyl 8-acetyl-9-oxodecanoate). Yield: 458.4%. Reaction SMILES: [CH3:1][C:2](=[O:7])[CH2:3][C:4](=[O:6])[CH3:5].Br[CH2:9][CH2:10][CH2:11][CH2:12][CH2:13][CH2:14][C:15]([O:17][CH2:18][CH3:19])=[O:16].C(=O)([O-])[O-].[K+].[K+]>C(#N)C.CS(C)=O.C(=O)([O-])[O-].[Cs+].[Cs+]>[C:4]([CH:3]([C:2](=[O:7])[CH3:1])[CH2:9][CH2:10][CH2:11][CH2:12][CH2:13][CH2:14][C:15]([O:17][CH2:18][CH3:19])=[O:16])(=[O:6])[CH3:5] |f:2.3.4,7.8.9|. Reported procedure: A mixture of pentane-2,4-dione (5.0 g), ethyl 7-bromoheptanoate (11.1 g), potassium carbonate (13.8 g), and cesium carbonate (1.63 g) in a mixture of acetonitrile (150 ml) and dimethylsulfoxide (30 ml) was stirred at 20° C. overnight, then pentane-2,4-dione (5 g) was added. After stirring at 20° C. overnight, the mixture was partitioned between ethyl acetate and 0.5N hydrochloric acid. The organic layer was separated, washed with water and brine, dried over magnesium sulfate, and evaporated. The... Reactants: CN(C(CN)C=1SC=C(N1)C1=CC=CC=C1)C (N,N-dimethyl-1-(4-phenylthiazol-2-yl)ethane-1,2-diamine), FC(C1=NC(=NO1)C=1C=C(C(=O)O)C=CC1)(F)F (3-(5-(trifluoromethyl)-1,2,4-oxadiazol-3-yl)benzoic acid). Product: CN(C(CNC(C1=CC(=CC=C1)C1=NOC(=N1)C(F)(F)F)=O)C=1SC=C(N1)C1=CC=CC=C1)C (N-(2-(Dimethylamino)-2-(4-phenylthiazol-2-yl)ethyl)-3-(5-(trifluoromethyl)-1,2,4-oxadiazol-3-yl)benzamide). Isolated yield 17.0%. As a reaction SMILES: [CH3:1][N:2]([CH3:17])[CH:3]([C:6]1[S:7][CH:8]=[C:9]([C:11]2[CH:16]=[CH:15][CH:14]=[CH:13][CH:12]=2)[N:10]=1)[CH2:4][NH2:5].[F:18][C:19]([F:35])([F:34])[C:20]1[O:24][N:23]=[C:22]([C:25]2[CH:26]=[C:27]([CH:31]=[CH:32][CH:33]=2)[C:28](O)=[O:29])[N:21]=1>>[CH3:1][N:2]([CH3:17])[CH:3]([C:6]1[S:7][CH:8]=[C:9]([C:11]2[CH:16]=[CH:15][CH:14]=[CH:13][CH:12]=2)[N:10]=1)[CH2:4][NH:5][C:28](=[O:29])[C:27]1[CH:31]=[CH:32][CH:33]=[C:25]([C:22]2[N:21]=[C:20]([C:19]([F:35])([F:34])[F:18])[O:24][N:23]=2)[CH:26]=1. Procedure: This compound was synthesized from N,N-dimethyl-1-(4-phenylthiazol-2-yl)ethane-1,2-diamine and 3-(5-(trifluoromethyl)-1,2,4-oxadiazol-3-yl)benzoic acid as described in example 8 step 6 (16 mg, yield 17%). 1H NMR (400 MHz, CDCl3) δ 8.57-8.56 (t, J=1.5 Hz, 1H), 8.26-8.23 (dt, J=7.8 Hz, 1.4 Hz, 1H), 8.07-8.05 (dt, J=7.8 Hz, 1.4 Hz, 1H), 7.91-7.87 (m, 3H), 7.63-7.59 (t, J=7.8 Hz, 1H), 7.51 (s, 1H), 7.42-7.38 (m, 2H), 7.36-7.31 (m, 1H), 4.35-4.29 (ddd, J=13.2 Hz, 6.6 Hz, 5.5 Hz, 1H), 4.15-4.12 (m, 1H... Run at time 12 hour. The product is NC(C(C)(C)C)C(=O)O (DL-tert-leucine). Reactants: [OH-].[Na+] (sodium hydroxide), N (ammonia), N[C@H](C(C)(C)C)C(=O)O (D-tert-leucine), [OH-].[NH4+] (ammonium hydroxide). Procedure: A process was developed to racemize D-tert-leucine so that it can be recycled. Use of acids, although caused racemization, resulted in salt formation. It was tedious to obtain free amino acid from such salts. The same drawback was observed when a strong base such as sodium hydroxide was used. However, treating D-tert-leucine with ammonium hydroxide resulted in complete racemization. The reaction has to be conducted at about 80° C. for about 12 hours in an autoclave to prevent the escape of ammon... As a reaction SMILES: [OH-].[Na+].[NH2:3][C@@H:4]([C:9]([OH:11])=[O:10])[C:5]([CH3:8])([CH3:7])[CH3:6].[OH-].[NH4+].N>>[NH2:3][CH:4]([C:9]([OH:11])=[O:10])[C:5]([CH3:8])([CH3:7])[CH3:6] |f:0.1,3.4|. Starting materials: BrC1=CC=C(CNC(OC(C)(C)C)=O)C=C1 (tert-butyl N-(4-bromobenzyl)carbamate), C(C1=CC=CC=C1)OC=1C=C(C=CC1)B(O)O (3-benzyloxyphenylboronic acid), C([O-])([O-])=O.[Na+].[Na+] (sodium carbonate), O (water). The reagents and catalysts are C=1C=CC(=CC1)[P](C=2C=CC=CC2)(C=3C=CC=CC3)[Pd]([P](C=4C=CC=CC4)(C=5C=CC=CC5)C=6C=CC=CC6)([P](C=7C=CC=CC7)(C=8C=CC=CC8)C=9C=CC=CC9)[P](C=1C=CC=CC1)(C=1C=CC=CC1)C=1C=CC=CC1 (tetrakis(triphenylphosphine)palladium(0)). Solvent: CN(C=O)C (N,N-dimethylformamide). Run at temperature 80 celsius, time 14 hour. Yields the product C(C1=CC=CC=C1)OC=1C=C(C=CC1)C1=CC=C(C=C1)CNC(OC(C)(C)C)=O (tert-Butyl N-(3′-benzyloxybiphenyl-4-ylmethyl)carbamate). Yield: 78.2%. As a reaction SMILES: Br[C:2]1[CH:16]=[CH:15][C:5]([CH2:6][NH:7][C:8](=[O:14])[O:9][C:10]([CH3:13])([CH3:12])[CH3:11])=[CH:4][CH:3]=1.[CH2:17]([O:24][C:25]1[CH:26]=[C:27](B(O)O)[CH:28]=[CH:29][CH:30]=1)[C:18]1[CH:23]=[CH:22][CH:21]=[CH:20][CH:19]=1.C(=O)([O-])[O-].[Na+].[Na+].O>C1C=CC([P]([Pd]([P](C2C=CC=CC=2)(C2C=CC=CC=2)C2C=CC=CC=2)([P](C2C=CC=CC=2)(C2C=CC=CC=2)C2C=CC=CC=2)[P](C2C=CC=CC=2)(C2C=CC=CC=2)C2C=CC=CC=2)(C2C=CC=CC=2)C2C=CC=CC=2)=CC=1.CN(C)C=O>[CH2:17]([O:24][C:25]1[CH:30]=[C:29]([C:2]2[CH:16]=[CH:15][C:5]([CH2:6][NH:7][C:8](=[O:14])[O:9][C:10]([CH3:13])([CH3:12])[CH3:11])=[CH:4][CH:3]=2)[CH:28]=[CH:27][CH:26]=1)[C:18]1[CH:23]=[CH:22][CH:21]=[CH:20][CH:19]=1 |f:2.3.4,^1:44,46,65,84|. Reported procedure: To a mixture of tert-butyl N-(4-bromobenzyl)carbamate (5.00 g), 3-benzyloxyphenylboronic acid (4.38 g), sodium carbonate (3.70 g), water (14 mL) and N,N-dimethylformamide (70 mL) was added tetrakis(triphenylphosphine)palladium(0) (1.01 g), and the resulting mixture was stirred at 80° C. for 14 hours. The reaction mixture was cooled to room temperature and the insoluble material was filtered out. The filtrate was partitioned between ethyl acetate (110 mL) and water (50 mL). The organic layer was ...